Dataset: the Open Reaction Database (ORD), a public repository of structured organic reaction records. Task: describe an organic reaction: reactants, conditions, products, and yield Reactants: CS(=O)(=O)O, COC(=O)C(=O)c1ccc(O)cc1, [H-], O=[N+]([O-])c1ccc(OCCO)cc1, [Na+]. Product: COC(=O)C(=O)c1ccc(OCCOc2ccc([N+](=O)[O-])cc2)cc1. As a reaction SMILES: [CH3:16][S:17]([OH:18])(=[O:19])=[O:20].[CH3:1][O:2][C:3]([C:4]([c:5]1[cH:6][cH:7][c:8]([OH:11])[cH:9][cH:10]1)=[O:12])=[O:13].[H-:14].[N+:21](=[O:22])([O-:23])[c:24]1[cH:25][cH:26][c:27]([O:28][CH2:29][CH2:30][OH:31])[cH:32][cH:33]1.[Na+:15]>>[CH3:1][O:2][C:3]([C:4]([c:5]1[cH:6][cH:7][c:8]([O:11][CH2:30][CH2:29][O:28][c:27]2[cH:26][cH:25][c:24]([N+:21](=[O:22])[O-:23])[cH:33][cH:32]2)[cH:9][cH:10]1)=[O:12])=[O:13].